This data is from the Open Reaction Database (ORD), a public repository of structured organic reaction records. The task is: describe an organic reaction: reactants, conditions, products, and yield Starting materials: CC1=C(C=CC(=C1)C(F)(F)F)[C@@H]1N(CC[C@@H](C1)C1=CC(NO1)=O)C(=O)OC ((2R,4S)-Methyl 2-(2-methyl-4-(trifluoromethyl)phenyl)-4-(3-oxo-2,3-dihydroisoxazol-5-yl)-piperidine-1-carboxylate), Br (hydrogen bromide). Conditions: time 8 hour. The product is CC1=C(C=CC(=C1)C(F)(F)F)[C@@H]1NCC[C@@H](C1)C1=CC(NO1)=O (5-((2R,4S)-2-(2-Methyl-4-(trifluoromethyl)phenyl)piperidin-4-yl)isoxazol-3(2H)-one). Isolated yield 65.8%. RXN SMILES: [CH3:1][C:2]1[CH:7]=[C:6]([C:8]([F:11])([F:10])[F:9])[CH:5]=[CH:4][C:3]=1[C@H:12]1[CH2:17][C@@H:16]([C:18]2[O:22][NH:21][C:20](=[O:23])[CH:19]=2)[CH2:15][CH2:14][N:13]1C(OC)=O.Br>>[CH3:1][C:2]1[CH:7]=[C:6]([C:8]([F:9])([F:10])[F:11])[CH:5]=[CH:4][C:3]=1[C@H:12]1[CH2:17][C@@H:16]([C:18]2[O:22][NH:21][C:20](=[O:23])[CH:19]=2)[CH2:15][CH2:14][NH:13]1. Reported procedure: (2R,4S)-Methyl 2-(2-methyl-4-(trifluoromethyl)phenyl)-4-(3-oxo-2,3-dihydroisoxazol-5-yl)-piperidine-1-carboxylate (1.45 g, 3.77 mmol) was dissolved in hydrogen bromide (33% in HOAc, 19.82 mL, 113.18 mmol) and stirred overnight. The mixture was evaporated and purified on a Kromasil C8 column (10 μm 250×50 ID mm) using a gradient of 15-55% acetonitrile in H2O/MeCN/NH3 95/5/0.2 buffer over 20 minutes with a flow of 100 mL/min. 5-((2R,4S)-2-(2-Methyl-4-(trifluoromethyl)phenyl)piperidin-4-yl)isoxazol... Reactants: ClCCC1OC2=C(C(N(C1)C)=O)C=NC=C2 (2-(2-Chloroethyl)-2,3-dihydro-4-methylpyrido[3,4-f][1,4]oxazepin-5(4H)-one), COC1=CC=C(C=C1)P2(=S)SP(=S)(S2)C3=CC=C(C=C3)OC (2,4-bis (4-methoxyphenyl)-1,3,2,4-dithiaphosphetane-2,4-disulfide). Run in C1(=CC=CC=C1)C (toluene). Product: Cl.ClCCC1OC2=C(C(N(C1)C)=S)C=NC=C2 (2-(2-Chloroethyl)-2,3-dihydro-4-methylpyrido[3,4-f][1,4]oxazepine-5(4H)-thione monohydrochloride). RXN SMILES: [Cl:1][CH2:2][CH2:3][CH:4]1[CH2:10][N:9]([CH3:11])[C:8](=O)[C:7]2[CH:13]=[N:14][CH:15]=[CH:16][C:6]=2[O:5]1.COC1C=CC(P2(SP(C3C=CC(OC)=CC=3)(=S)S2)=[S:26])=CC=1>C1(C)C=CC=CC=1>[ClH:1].[Cl:1][CH2:2][CH2:3][CH:4]1[CH2:10][N:9]([CH3:11])[C:8](=[S:26])[C:7]2[CH:13]=[N:14][CH:15]=[CH:16][C:6]=2[O:5]1 |f:3.4|. Reported procedure: 2-(2-Chloroethyl)-2,3-dihydro-4-methylpyrido[3,4-f][1,4]oxazepin-5(4H)-one, 15 g (0.06 mole), was dissolved in 200 ml of dry toluene and 15 g (0.037 mole) of [2,4-bis (4-methoxyphenyl)-1,3,2,4-dithiaphosphetane-2,4-disulfide was added. The mixture was refluxed for 2.5 hr and the toluene solution decanted. The residue was partitioned between dilute sodium hydroxide and chloroform. The chloroform was dried and concentrated. The residue was chromatographed on a high pressure liquid chromatograph (W... Procedure: To 600 mg (3.9 mmol) 5-Amino-7-fluoro-1H-quinolin-2-one and 624 mg (3.9 mmol) 2-fluoro-4-methoxybenzaldehyde in 12 ml toluene are added 18 μl acetic acid and 2 g molecular sieve. The mixture is heated over 25 hours under reflux and filtrated through a path of cellites after cooling. The solvent is evaporated and the residue is two times azeotrophed with small portions of toluene to obtain 5-{[1-(2-fluoro-4-methoxyphenyl)-methylidene]amino}-1H-quinolin-2-one are quantitatively. 0.81 ml (11.6 mmol... Solvent: C1(=CC=CC=C1)C (toluene). Product: FC1=C(C=CC(=C1)OC)C=NC1=C2C=CC(NC2=CC=C1)=O (5-{[1-(2-fluoro-4-methoxyphenyl)-methylidene]amino}-1H-quinolin-2-one). Reactants: NC1=C2C=CC(NC2=CC(=C1)F)=O (5-Amino-7-fluoro-1H-quinolin-2-one), FC1=C(C=O)C=CC(=C1)OC (2-fluoro-4-methoxybenzaldehyde), C(C)(=O)O (acetic acid). As a reaction SMILES: [NH2:1][C:2]1[CH:11]=[C:10](F)[CH:9]=[C:8]2[C:3]=1[CH:4]=[CH:5][C:6](=[O:13])[NH:7]2.[F:14][C:15]1[CH:22]=[C:21]([O:23][CH3:24])[CH:20]=[CH:19][C:16]=1[CH:17]=O.C(O)(=O)C>C1(C)C=CC=CC=1>[F:14][C:15]1[CH:22]=[C:21]([O:23][CH3:24])[CH:20]=[CH:19][C:16]=1[CH:17]=[N:1][C:2]1[CH:11]=[CH:10][CH:9]=[C:8]2[C:3]=1[CH:4]=[CH:5][C:6](=[O:13])[NH:7]2. The reactants are O=C([O-])[O-], CC#N, Clc1ncccn1, [I-], [K+], [K+], [K+], C1CNCCNC1. Yields the product c1cnc(N2CCCNCC2)nc1. RXN SMILES: [C:15](=[O:16])([O-:17])[O-:18].[CH3:23][C:24]#[N:25].[Cl:8][c:9]1[n:10][cH:11][cH:12][cH:13][n:14]1.[I-:22].[K+:19].[K+:20].[K+:21].[NH:1]1[CH2:2][CH2:3][NH:4][CH2:5][CH2:6][CH2:7]1>>[N:1]1([c:9]2[n:10][cH:11][cH:12][cH:13][n:14]2)[CH2:2][CH2:3][NH:4][CH2:5][CH2:6][CH2:7]1. Reactants: O1BOC2=C1C=CC=C2 (benzo[d][1,3,2]dioxaborole), BrC=1C(=C(C(=NC1C)C)C(C(=O)OC(C)C)=O)N1CCC(CC1)(C)F (isopropyl 2-(5-bromo-4-(4-fluoro-4-methylpiperidin-1-yl)-2,6-dimethylpyridin-3-yl)-2-oxoacetate), CB1OC([C@@H]2N1CCC2)(C2=CC=CC=C2)C2=CC=CC=C2 ((R)-1-methyl-3,3-diphenylhexahydropyrrolo[1,2-c][1,3,2]oxazaborole). Run in C1(=CC=CC=C1)C (toluene). Conditions: temperature -15 celsius, time 30 minute. The product is BrC=1C(=C(C(=NC1C)C)[C@@H](C(=O)OC(C)C)O)N1CCC(CC1)(C)F ((S)-isopropyl 2-(5-bromo-4-(4-fluoro-4-methylpiperidin-1-yl)-2,6-dimethylpyridin-3-yl)-2-hydroxyacetate). Isolated yield 94.6%. Reaction SMILES: O1C2C=CC=CC=2OB1.[Br:10][C:11]1[C:12]([N:27]2[CH2:32][CH2:31][C:30]([F:34])([CH3:33])[CH2:29][CH2:28]2)=[C:13]([C:19](=[O:26])[C:20]([O:22][CH:23]([CH3:25])[CH3:24])=[O:21])[C:14]([CH3:18])=[N:15][C:16]=1[CH3:17].CB1N2CCC[C@@H]2C(C2C=CC=CC=2)(C2C=CC=CC=2)O1>C1(C)C=CC=CC=1>[Br:10][C:11]1[C:12]([N:27]2[CH2:28][CH2:29][C:30]([F:34])([CH3:33])[CH2:31][CH2:32]2)=[C:13]([C@H:19]([OH:26])[C:20]([O:22][CH:23]([CH3:25])[CH3:24])=[O:21])[C:14]([CH3:18])=[N:15][C:16]=1[CH3:17]. Reported procedure: The 0.67 mL of benzo[d][1,3,2]dioxaborole (751 mg, 3.13 mmol) was added to a nitrogen purged solution of isopropyl 2-(5-bromo-4-(4-fluoro-4-methylpiperidin-1-yl)-2,6-dimethylpyridin-3-yl)-2-oxoacetate (650 mg, 1.57 mmol) and 0.63 mL of (R)-1-methyl-3,3-diphenylhexahydropyrrolo[1,2-c][1,3,2]oxazaborole (174 mg, 0.63 mmol) in toluene (15 mL) at −60° C. and allowed to warm to −15° C. before being placed in the freezer overnight. The reaction was quenched with 1M Na2CO3, diluted with EtOAc, and stir... The reactants are N1=CC=CC=C1 (pyridine), O (water), CC12CC3(CC(CC(C1)(C3)C)(C2)C23CC1(CC(CC(C2)(C1)C)(C3)C)C(=O)Cl)C(=O)Cl (5,5′,7,7′-tetramethyl-1,1′-biadamantane-3,3′-dicarboxylic acid chloride), C(C1=CC=CC=C1)(=O)Cl (benzoic acid chloride). Run in CN1C(CCC1)=O (N-methyl-2-pyrrolidone). Reaction conditions: temperature 60 celsius, time 3 hour. The product is O1C=NC2=C1C=CC=C2 (benzoxazole). RXN SMILES: [N:1]1[CH:6]=[CH:5][CH:4]=[CH:3][CH:2]=1.CC12CC3(C45CC6(C)CC(C)(CC(C(Cl)=O)(C6)C4)C5)CC(C)(CC([C:34](Cl)=[O:35])(C3)C1)C2.[C:37](Cl)(=O)C1C=CC=CC=1.O>CN1CCCC1=O>[O:35]1[C:34]2[CH:2]=[CH:3][CH:4]=[CH:5][C:6]=2[N:1]=[CH:37]1. Procedure details: In a 2 L four-neck flask provided with a thermometer, a Dimroth condenser and an agitator, 64.8 g of 4,6-di(3,5-dimethyl-1-adamantyl)-1,3-bis(4-amino-3-hydroxyphenoxy)benzene (0.10 mol) obtained in Synthesis example 2 was dissolved in 800 g of dried N-methyl-2-pyrrolidone under nitrogen flow followed by the addition of 17.4 g of pyridine (0.22 mol). The mixture was heated to 60° C., then 42.8 g of 5,5′,7,7′-tetramethyl-1,1′-biadamantane-3,3′-dicarboxylic acid chloride (0.095 mol) was gradually a... RXN SMILES: Br[CH2:2][CH2:3][CH2:4][C:5](=[O:7])[CH3:6].[CH:8]1[C:18]2[C:17](=[C:19]3[CH2:24][CH2:23][NH:22][CH2:21][CH2:20]3)[C:16]3[CH:25]=[CH:26][CH:27]=[CH:28][C:15]=3[CH2:14][O:13][C:12]=2[CH:11]=[CH:10][CH:9]=1.C(=O)([O-])[O-].[Na+].[Na+]>C(Cl)(Cl)Cl>[CH:8]1[C:18]2[C:17](=[C:19]3[CH2:24][CH2:23][N:22]([CH2:2][CH2:3][CH2:4][C:5](=[O:7])[CH3:6])[CH2:21][CH2:20]3)[C:16]3[CH:25]=[CH:26][CH:27]=[CH:28][C:15]=3[CH2:14][O:13][C:12]=2[CH:11]=[CH:10][CH:9]=1 |f:2.3.4|. The reactants are BrCCCC(C)=O (5-bromo-2-pentanone), C1=CC=CC=2OCC3=C(C(C21)=C2CCNCC2)C=CC=C3 (4-(6,11-dihydrodibenzo[b,e]oxepin-11-ylidene)piperidine), C([O-])([O-])=O.[Na+].[Na+] (sodium carbonate). Procedure details: A solution of 10 g of 5-bromo-2-pentanone in 40 cc of chloroform is added dropwise within 10 minutes to a mixture of 13.8 g of 4-(6,11-dihydrodibenzo[b,e]oxepin-11-ylidene)piperidine and 12.7 g of sodium carbonate in 200 cc of chloroform, and the mixture is heated at reflux for 18 hours. After cooling, filtration is effected, the filtrate is washed with water, dried over magnesium sulphate, and the solvent is completely removed by distillation. The oily residue is then chromatographed on 250 g o... Solvent: C(Cl)(Cl)Cl (chloroform), C(Cl)(Cl)Cl (chloroform). Product: C1=CC=CC=2OCC3=C(C(C21)=C2CCN(CC2)CCCC(C)=O)C=CC=C3 (5-[4-(6,11-dihydrodibenzo[b,e]oxepin-11-ylidene)piperidino]-2-pentanone).